This data is from the Open Reaction Database (ORD), a public repository of structured organic reaction records. The task is: describe an organic reaction: reactants, conditions, products, and yield Starting materials: Cl[Si](C)(C)C (chlorotrimethylsilane), C1=CC=CC=2C3=CC=CC=C3C(C12)COC(=O)N[C@@H](C(C(=O)O)CC1=CC=CC=C1)C(=O)O (Nα -9-fluorenylmethyloxycarbonyl-β-benzyl-L-aspartic acid), Cl (hydrochloric acid), CN1CCOCC1 (N-methylmorpholine), CN1CCOCC1 (N-methylmorpholine), ClC(=O)OCC(C)C (isobutyl chloroformate), N[C@H](C)C(=O)O (D-Alanine), [SiH3]OC([C@H](N)C)=O (D-alanine silyl ester). Run in CN(C=O)C.O1CCCC1 (dimethylformamide tetrahydrofuran), C(C)(=O)OCC (ethyl acetate), CN(C=O)C (dimethylformamide). Conditions: time 1 hour. Yields the product C1=CC=CC=2C3=CC=CC=C3C(C12)COC(=O)N[C@@H](C(C(O)=O)CC1=CC=CC=C1)C(=O)N[C@H](C)C(=O)O (Nα -9-fluorenylmethyloxycarbonyl-β-benzyl-L-aspartyl-D-alanine). The yield is 87.1%. Reaction SMILES: [NH2:1][C@@H:2]([C:4]([OH:6])=[O:5])[CH3:3].Cl[Si](C)(C)C.[CH:12]1[C:24]2[CH:23]([CH2:25][O:26][C:27]([NH:29][C@H:30]([C:42](O)=[O:43])[CH:31]([CH2:35][C:36]3[CH:41]=[CH:40][CH:39]=[CH:38][CH:37]=3)[C:32]([OH:34])=[O:33])=[O:28])[C:22]3[C:17](=[CH:18][CH:19]=[CH:20][CH:21]=3)[C:16]=2[CH:15]=[CH:14][CH:13]=1.CN1CCOCC1.ClC(OCC(C)C)=O.[SiH3]OC(=O)[C@@H](C)N.Cl>CN(C)C=O.CN(C)C=O.O1CCCC1.C(OCC)(=O)C>[CH:12]1[C:24]2[CH:23]([CH2:25][O:26][C:27]([NH:29][C@H:30]([C:42]([NH:1][C@@H:2]([C:4]([OH:6])=[O:5])[CH3:3])=[O:43])[CH:31]([CH2:35][C:36]3[CH:41]=[CH:40][CH:39]=[CH:38][CH:37]=3)[C:32](=[O:33])[OH:34])=[O:28])[C:22]3[C:17](=[CH:18][CH:19]=[CH:20][CH:21]=3)[C:16]=2[CH:15]=[CH:14][CH:13]=1 |f:8.9|. Procedure details: D-Alanine (5 g, 0.056 mole) was dissolved in dimethylformamide (100 ml) and treated with chlorotrimethylsilane (6.7 g, 0.063 mole). The reaction mixture was stirred at room temperature until homogeneous (approx. 1 hour). Meanwhile, Nα -9-fluorenylmethyloxycarbonyl-β-benzyl-L-aspartic acid (22.3 g, 0.050 mole) was dissolved in dimethylformamide/tetrahydrofuran (1:1, v/v, 200 ml), cooled to -15° C. and treated with N-methylmorpholine (5.5 ml, 0.050 mole) and isobutyl chloroformate (6.5 ml, 0.050 m... Starting materials: C1CCOC1, CC(=O)c1cc(-c2ccccc2)sc1C. Product: Cc1sc(-c2ccccc2)cc1C(C)O. RXN SMILES: [CH2:16]1[O:17][CH2:18][CH2:19][CH2:20]1.[CH3:1][c:2]1[s:3][c:4](-[c:10]2[cH:11][cH:12][cH:13][cH:14][cH:15]2)[cH:5][c:6]1[C:7]([CH3:8])=[O:9]>>[CH3:1][c:2]1[s:3][c:4](-[c:10]2[cH:11][cH:12][cH:13][cH:14][cH:15]2)[cH:5][c:6]1[CH:7]([CH3:8])[OH:9]. Starting materials: CC1=C(N2C(S1)=NCC2)C2=CC=CC=C2 (2-Methyl-3-phenyl-5,6-dihydro-imidazo[2,1-b]thiazole), hydrobromide salt, C([O-])([O-])=O.[Na+].[Na+] (sodium carbonate), C(Cl)(Cl)Cl (chloroform), C(CCCCCCCCCCCCCCC)Br (cetyl bromide). Solvent: C(C)#N (acetonitrile). Product: [Br-].C(CCCCCCCCCCCCCCC)N1CC[N+]2=C1SC(=C2C2=CC=CC=C2)C (7-cetyl-2-methyl-3-phenyl-5,6-dihydro-imidazo[2,1-b]thiazolium bromide). Yield: 86.6%. As a reaction SMILES: [CH3:1][C:2]1[S:6][C:5]2=[N:7][CH2:8][CH2:9][N:4]2[C:3]=1[C:10]1[CH:15]=[CH:14][CH:13]=[CH:12][CH:11]=1.C(=O)([O-])[O-].[Na+].[Na+].C(Cl)(Cl)Cl.[CH2:26]([Br:42])[CH2:27][CH2:28][CH2:29][CH2:30][CH2:31][CH2:32][CH2:33][CH2:34][CH2:35][CH2:36][CH2:37][CH2:38][CH2:39][CH2:40][CH3:41]>C(#N)C>[Br-:42].[CH2:41]([N:7]1[C:5]2[S:6][C:2]([CH3:1])=[C:3]([C:10]3[CH:11]=[CH:12][CH:13]=[CH:14][CH:15]=3)[N+:4]=2[CH2:9][CH2:8]1)[CH2:40][CH2:39][CH2:38][CH2:37][CH2:36][CH2:35][CH2:34][CH2:33][CH2:32][CH2:31][CH2:30][CH2:29][CH2:28][CH2:27][CH3:26] |f:1.2.3,7.8|. Procedure: 2-Methyl-3-phenyl-5,6-dihydro-imidazo[2,1-b]thiazole (6.0 g., 0.027 mole) (prepared by basification of the hydrobromide salt with sodium carbonate solution and extraction into chloroform) and cetyl bromide (9.15 g., 0.03 mole) were refluxed in acetonitrile (50 ml.) for 12 hours. A crystalline solid separated on cooling which was collected and recrystallized from acetonitrile to yield 7-cetyl-2-methyl-3-phenyl-5,6-dihydro-imidazo[2,1-b]thiazolium bromide (12.2 g., 87%), m.p. 111°-113° C. (Found: ... The reactants are C(C)(C)(C)OC(=O)NCC1CN(CC1)CCN (2-(3-tert-Butoxycarbonylaminomethylpyrrolidin-1-yl)ethylamine), C1(=CC=CC=C1)N=C=S (phenyl isothiocyanate), NC1=CC(=C(C(=O)O)C=C1Cl)OC (4-amino-5-chloro-2-methoxybenzoic acid). The product is NC1=CC(=C(C(=O)NCC2CN(CC2)CCNC(=S)NC2=CC=CC=C2)C=C1Cl)OC (4-amino-5-chloro-2-methoxy-N-(1-(2-(3-phenylthioureido)ethyl)pyrrolidin-3-ylmethyl)benzamide). As a reaction SMILES: C(O[C:6]([NH:8][CH2:9][CH:10]1[CH2:14][CH2:13][N:12]([CH2:15][CH2:16][NH2:17])[CH2:11]1)=[O:7])(C)(C)C.[C:18]1([N:24]=[C:25]=[S:26])[CH:23]=[CH:22][CH:21]=[CH:20][CH:19]=1.[NH2:27][C:28]1[C:36]([Cl:37])=[CH:35][C:31](C(O)=O)=[C:30]([O:38][CH3:39])[CH:29]=1>>[NH2:27][C:28]1[C:36]([Cl:37])=[CH:35][C:31]([C:6]([NH:8][CH2:9][CH:10]2[CH2:14][CH2:13][N:12]([CH2:15][CH2:16][NH:17][C:25]([NH:24][C:18]3[CH:23]=[CH:22][CH:21]=[CH:20][CH:19]=3)=[S:26])[CH2:11]2)=[O:7])=[C:30]([O:38][CH3:39])[CH:29]=1. Reported procedure: 2-(3-tert-Butoxycarbonylaminomethylpyrrolidin-1-yl)ethylamine (1 g) as starting compound was reacted and treated in the same manner as in Example 34 using phenyl isothiocyanate (0.49 ml) and 4-amino-5-chloro-2-methoxybenzoic acid (0.83 g) to give 4-amino-5-chloro-2-methoxy-N-(1-(2-(3-phenylthioureido)ethyl)pyrrolidin-3-ylmethyl)benzamide.